Dataset: the Open Reaction Database (ORD), a public repository of structured organic reaction records. Task: describe an organic reaction: reactants, conditions, products, and yield Reactants: CCNC(=O)Cc1ccc2c(c1)Cc1c-2[nH]c(=O)c2nc(C(=O)OCC)cn12, Cl, [Na+], C1COCCO1, [OH-], O. Yields the product CCNC(=O)Cc1ccc2c(c1)Cc1c-2[nH]c(=O)c2nc(C(=O)O)cn12. Reaction SMILES: [CH2:1]([CH3:2])[NH:3][C:4](=[O:5])[CH2:6][c:7]1[cH:8][c:9]2[c:26]([cH:27][cH:28]1)-[c:12]1[c:11]([n:16]3[c:15]([c:14](=[O:25])[nH:13]1)[n:19][c:18]([C:20](=[O:21])[O:22][CH2:23][CH3:24])[cH:17]3)[CH2:10]2.[ClH:37].[Na+:36].[O:29]1[CH2:30][CH2:31][O:32][CH2:33][CH2:34]1.[OH-:35].[OH2:38]>>[CH2:1]([CH3:2])[NH:3][C:4](=[O:5])[CH2:6][c:7]1[cH:8][c:9]2[c:26]([cH:27][cH:28]1)-[c:12]1[c:11]([n:16]3[c:15]([c:14](=[O:25])[nH:13]1)[n:19][c:18]([C:20](=[O:21])[OH:22])[cH:17]3)[CH2:10]2.